This data is from the Open Reaction Database (ORD), a public repository of structured organic reaction records. The task is: describe an organic reaction: reactants, conditions, products, and yield The reactants are COC([C@H](CC1=CC=C(C=C1)C1=CC=C(C=C1)C#N)NC(=O)C1N(CC=2C=C3C(=CC2C1)OC[C@@H](O3)C3=CC=C(C=C3)OCC3=CC(=C(C=C3)Cl)Cl)S(=O)(=O)C3=CC=C(C=C3)C=3N=C(SC3)NC(C)=O)=O ((S)-2-({(S)-7-[4-(2-Acetylamino-thiazol-4-yl)-benzenesulfonyl]-3-[4-(3,4-dichloro-benzyloxy)-phenyl]-2,3,6,7,8,9-hexahydro-[1,4]dioxino[2,3-g]isoquinoline-8-carbonyl}-amino)-3-(4′-cyano-biphenyl-4-yl)-propionic acid methyl ester), Cl (HCl). Yields the product COC([C@H](CC1=CC=C(C=C1)C1=CC=C(C=C1)C#N)NC(=O)C1N(CC=2C=C3C(=CC2C1)OC[C@@H](O3)C3=CC=C(C=C3)OCC3=CC(=C(C=C3)Cl)Cl)S(=O)(=O)C3=CC=C(C=C3)C=3N=C(SC3)N)=O ((S)-2-({(S)-7-[4-(2-Amino-thiazol-4-yl)-benzenesulfonyl]-3-[4-(3,4-dichloro-benzyloxy)-phenyl]-2,3,6,7,8,9-hexahydro-[1,4]dioxino[2,3-g]isoquinoline-8-carbonyl}-amino)-3-(4′-cyano-biphenyl-4-yl)-propionic acid methyl ester). As a reaction SMILES: [CH3:1][O:2][C:3](=[O:71])[C@@H:4]([NH:20][C:21]([CH:23]1[CH2:32][C:31]2[CH:30]=[C:29]3[O:33][CH2:34][C@H:35]([C:37]4[CH:42]=[CH:41][C:40]([O:43][CH2:44][C:45]5[CH:50]=[CH:49][C:48]([Cl:51])=[C:47]([Cl:52])[CH:46]=5)=[CH:39][CH:38]=4)[O:36][C:28]3=[CH:27][C:26]=2[CH2:25][N:24]1[S:53]([C:56]1[CH:61]=[CH:60][C:59]([C:62]2[N:63]=[C:64]([NH:67]C(=O)C)[S:65][CH:66]=2)=[CH:58][CH:57]=1)(=[O:55])=[O:54])=[O:22])[CH2:5][C:6]1[CH:11]=[CH:10][C:9]([C:12]2[CH:17]=[CH:16][C:15]([C:18]#[N:19])=[CH:14][CH:13]=2)=[CH:8][CH:7]=1.Cl>>[CH3:1][O:2][C:3](=[O:71])[C@@H:4]([NH:20][C:21]([CH:23]1[CH2:32][C:31]2[CH:30]=[C:29]3[O:33][CH2:34][C@H:35]([C:37]4[CH:38]=[CH:39][C:40]([O:43][CH2:44][C:45]5[CH:50]=[CH:49][C:48]([Cl:51])=[C:47]([Cl:52])[CH:46]=5)=[CH:41][CH:42]=4)[O:36][C:28]3=[CH:27][C:26]=2[CH2:25][N:24]1[S:53]([C:56]1[CH:61]=[CH:60][C:59]([C:62]2[N:63]=[C:64]([NH2:67])[S:65][CH:66]=2)=[CH:58][CH:57]=1)(=[O:55])=[O:54])=[O:22])[CH2:5][C:6]1[CH:7]=[CH:8][C:9]([C:12]2[CH:13]=[CH:14][C:15]([C:18]#[N:19])=[CH:16][CH:17]=2)=[CH:10][CH:11]=1. Procedure: (S)-2-({(S)-7-[4-(2-Acetylamino-thiazol-4-yl)-benzenesulfonyl]-3-[4-(3,4-dichloro-benzyloxy)-phenyl]-2,3,6,7,8,9-hexahydro-[1,4]dioxino[2,3-g]isoquinoline-8-carbonyl}-amino)-3-(4′-cyano-biphenyl-4-yl)-propionic acid methyl ester (30 mg) was treated with HCl according to General Procedure N to give (S)-2-({(S)-7-[4-(2-Amino-thiazol-4-yl)-benzenesulfonyl]-3-[4-(3,4-dichloro-benzyloxy)-phenyl]-2,3,6,7,8,9-hexahydro-[1,4]dioxino[2,3-g]isoquinoline-8-carbonyl}-amino)-3-(4′-cyano-biphenyl-4-yl)-propio...